Dataset: the Open Reaction Database (ORD), a public repository of structured organic reaction records. Task: describe an organic reaction: reactants, conditions, products, and yield Starting materials: N[C@H](CC(=O)N1CCOCC1)CSC1=CC=CC=C1 ((R)-3-amino-1-morpholino-4-(phenylthio)butan-1-one), N[C@H](CC(=O)N1CCOCC1)CSC1=CC=CC=C1 ((R)-3-amino-1-morpholino-4-(phenylthio)butan-1-one), CCN(C(C)C)C(C)C (DIPEA), FC1=C(C=C(C=C1)S(=O)(=O)N)[N+](=O)[O-] (4-fluoro-3-nitrobenzenesulfonamide), FC1=C(C=C(C=C1)S(=O)(=O)N)[N+](=O)[O-] (4-fluoro-3-nitrobenzenesulfonamide). Solvent: CN(C)C=O (DMF), CCOC(=O)C (EtOAc). Conditions: temperature 50 celsius, time 8 hour. The product is O1CCN(CC1)C(C[C@H](CSC1=CC=CC=C1)NC1=C(C=C(C=C1)S(=O)(=O)N)[N+](=O)[O-])=O ((R)-4-(4-morpholino-4-oxo-1-(phenylthio)butan-2-ylamino)-3-nitrobenzenesulfonamide). Yield: 82.7%. As a reaction SMILES: [NH2:1][C@@H:2]([CH2:12][S:13][C:14]1[CH:19]=[CH:18][CH:17]=[CH:16][CH:15]=1)[CH2:3][C:4]([N:6]1[CH2:11][CH2:10][O:9][CH2:8][CH2:7]1)=[O:5].CCN(C(C)C)C(C)C.F[C:30]1[CH:35]=[CH:34][C:33]([S:36]([NH2:39])(=[O:38])=[O:37])=[CH:32][C:31]=1[N+:40]([O-:42])=[O:41]>CN(C=O)C.CCOC(C)=O>[O:9]1[CH2:10][CH2:11][N:6]([C:4](=[O:5])[CH2:3][C@@H:2]([NH:1][C:30]2[CH:35]=[CH:34][C:33]([S:36]([NH2:39])(=[O:38])=[O:37])=[CH:32][C:31]=2[N+:40]([O-:42])=[O:41])[CH2:12][S:13][C:14]2[CH:19]=[CH:18][CH:17]=[CH:16][CH:15]=2)[CH2:7][CH2:8]1. Procedure: To a solution of (R)-3-amino-1-morpholino-4-(phenylthio)butan-1-one (INTERMEDIATE 72, 375.5 mg, 1.34 mmol) in DMF (2.5 ml) and DIPEA (1.20 Ml, 6.87 mmol) was added 4-fluoro-3-nitrobenzenesulfonamide (INTERMEDIATE 18, 325.8 mg, 1.48 mmol), and the resulting dark solution was stirred at 50° C. overnight, under a nitrogen atmosphere. The mixture was diluted with EtOAc (50 ml) and washed with water and brine (30 ml each), dried (Na2SO4), filtered, and evaporated under reduced pressure. The concentra... Starting materials: COc1cccc(C(=O)NC2(C(=O)c3cc(C)cc(C)c3)CCN(C(=O)OC(C)(C)C)CC2)c1C, ClCCl, O=C(O)C(F)(F)F. Product: COc1cccc(C(=O)NC2(C(=O)c3cc(C)cc(C)c3)CCNCC2)c1C. As a reaction SMILES: [C:1]([O:2][C:3](=[O:4])[N:8]1[CH2:9][CH2:10][C:11]([NH:14][C:15]([c:16]2[c:17]([CH3:24])[c:18]([O:22][CH3:23])[cH:19][cH:20][cH:21]2)=[O:25])([C:26]([c:27]2[cH:28][c:29]([CH3:34])[cH:30][c:31]([CH3:33])[cH:32]2)=[O:35])[CH2:12][CH2:13]1)([CH3:5])([CH3:6])[CH3:7].[Cl:36][CH2:37][Cl:38].[OH:39][C:40]([C:41]([F:42])([F:43])[F:44])=[O:45]>>[NH:8]1[CH2:9][CH2:10][C:11]([NH:14][C:15]([c:16]2[c:17]([CH3:24])[c:18]([O:22][CH3:23])[cH:19][cH:20][cH:21]2)=[O:25])([C:26]([c:27]2[cH:28][c:29]([CH3:34])[cH:30][c:31]([CH3:33])[cH:32]2)=[O:35])[CH2:12][CH2:13]1.